This data is from the Open Reaction Database (ORD), a public repository of structured organic reaction records. The task is: describe an organic reaction: reactants, conditions, products, and yield The reactants are O (Water), CC1(OC2=C(NC1=O)C=CC(=C2)C(=O)OC)C (2,2-dimethyl-7-methoxycarbonyl-3-oxo-3,4-dihydro-2H-1,4-benzoxazine), [H-].[Na+] (sodium hydride), IC(C)C (2-iodopropane). The solvent is C(C)(=O)OCC (ethyl acetate), CN(C=O)C (dimethylformamide). Conditions: temperature 60 celsius, time 5 hour. Yields the product CC1(OC2=C(N(C1=O)C(C)C)C=CC(=C2)C(=O)OC)C (2,2-dimethyl-7-methoxycarbonyl-4-(2-propyl)-3-oxo-3,4-dihydro-2H-1,4-benzoxazine). The yield is 47.9%. As a reaction SMILES: [CH3:1][C:2]1([CH3:17])[C:7](=[O:8])[NH:6][C:5]2[CH:9]=[CH:10][C:11]([C:13]([O:15][CH3:16])=[O:14])=[CH:12][C:4]=2[O:3]1.[H-].[Na+].I[CH:21]([CH3:23])[CH3:22].O>CN(C)C=O.C(OCC)(=O)C>[CH3:1][C:2]1([CH3:17])[C:7](=[O:8])[N:6]([CH:21]([CH3:23])[CH3:22])[C:5]2[CH:9]=[CH:10][C:11]([C:13]([O:15][CH3:16])=[O:14])=[CH:12][C:4]=2[O:3]1 |f:1.2|. Procedure: To a solution of 2,2-dimethyl-7-methoxycarbonyl-3-oxo-3,4-dihydro-2H-1,4-benzoxazine (10.8 g) in dimethylformamide (200 ml) were added 60% sodium hydride (in oil) (1.9 g) and 2-iodopropane (7.8 g) and the mixture was stirred at 60° C. for 5 hours. Water was added to the reaction solution and extraction with ethyl acetate was conducted. The solvent was distilled off under reduced pressure and the resulting residue was subjected to purification by column chromatography using ethyl acetate/hexane [... Starting materials: C(C)(=O)O (acetic acid), FC=1C=C(C(=O)O)C=CN1 (2-fluoroisonicotinic acid), CSC1=CC=C(N)C=C1 (4-(methylthio)aniline), [H-].[Na+] (sodium hydride). Solvent: CN(C=O)C (N,N-dimethylformamide). Conditions: temperature 85 celsius, time 5 hour. Yields the product CSC1=CC=C(C=C1)NC=1C=C(C(=O)O)C=CN1 (2-[[4-(methylthio)phenyl]amino]isonicotinic acid). RXN SMILES: F[C:2]1[CH:3]=[C:4]([CH:8]=[CH:9][N:10]=1)[C:5]([OH:7])=[O:6].[CH3:11][S:12][C:13]1[CH:19]=[CH:18][C:16]([NH2:17])=[CH:15][CH:14]=1.[H-].[Na+].C(O)(=O)C>CN(C)C=O>[CH3:11][S:12][C:13]1[CH:19]=[CH:18][C:16]([NH:17][C:2]2[CH:3]=[C:4]([CH:8]=[CH:9][N:10]=2)[C:5]([OH:7])=[O:6])=[CH:15][CH:14]=1 |f:2.3|. Reported procedure: To a solution of 2-fluoroisonicotinic acid (620 mg, 4.95 mmol) and 4-(methylthio)aniline (0.984 mL, 8.42 mmol) in N,N-dimethylformamide (20 mL) was added sodium hydride (792 mg, 19.8 mmol), and the resulting mixture was stirred under an argon atmosphere at 85° C. for 5 hr. After cooling, acetic acid (1.2 mL) was added to the reaction mixture, and the mixture was concentrated under reduced pressure. Ethyl acetate and water were added to the residue, the mixture was stirred for 20 min, and the pre... Reactants: C=O, CCC(NC(Cc1ccc2c(c1)OCC(c1ccc(OCc3ccc(Cl)c(Cl)c3)cc1)O2)C(=O)OC)c1ccccc1. Product: CCC(c1ccccc1)N1Cc2cc3c(cc2CC1C(=O)OC)OCC(c1ccc(OCc2ccc(Cl)c(Cl)c2)cc1)O3. RXN SMILES: [CH2:43]=[O:44].[CH3:1][O:2][C:3]([CH:4]([CH2:5][c:6]1[cH:7][c:8]2[c:9]([cH:30][cH:31]1)[O:10][CH:11]([c:14]1[cH:15][cH:16][c:17]([O:20][CH2:21][c:22]3[cH:23][c:24]([Cl:29])[c:25]([Cl:28])[cH:26][cH:27]3)[cH:18][cH:19]1)[CH2:12][O:13]2)[NH:32][CH:33]([CH2:34][CH3:35])[c:36]1[cH:37][cH:38][cH:39][cH:40][cH:41]1)=[O:42]>>[CH3:1][O:2][C:3]([CH:4]1[CH2:5][c:6]2[cH:7][c:8]3[c:9]([cH:30][c:31]2[CH2:43][N:32]1[CH:33]([CH2:34][CH3:35])[c:36]1[cH:37][cH:38][cH:39][cH:40][cH:41]1)[O:10][CH:11]([c:14]1[cH:15][cH:16][c:17]([O:20][CH2:21][c:22]2[cH:23][c:24]([Cl:29])[c:25]([Cl:28])[cH:26][cH:27]2)[cH:18][cH:19]1)[CH2:12][O:13]3)=[O:42].